From a dataset of the Open Reaction Database (ORD), a public repository of structured organic reaction records. describe an organic reaction: reactants, conditions, products, and yield The reactants are CS(C)=O, OCc1cc2ccoc2c(Cl)n1, O=C(Cl)C(=O)Cl, ClCCl. Product: O=Cc1cc2ccoc2c(Cl)n1. RXN SMILES: [CH3:7][S:8]([CH3:9])=[O:10].[Cl:11][c:12]1[n:13][c:14]([CH2:21][OH:22])[cH:15][c:16]2[c:17]1[o:18][cH:19][cH:20]2.[Cl:1][C:2]([C:3]([Cl:4])=[O:5])=[O:6].[Cl:23][CH2:24][Cl:25]>>[Cl:11][c:12]1[n:13][c:14]([CH:21]=[O:22])[cH:15][c:16]2[c:17]1[o:18][cH:19][cH:20]2. Procedure: Reaction of 3-amino-5,5-dimethyl-2-cyclohexen-1-one with 3-benzyloxy-4-chlorobenzaldehyde in an analogous manner to that described in Example 1 gave 9-(3-benzyloxy-4-chlorophenyl)-3,4,6,7,9,10-hexahydro-3,3,6,6-tetramethyl-1,8(2H,5H)-acridinedione. Crystallization from dimethylformamide/water gave a pale yellow crystalline solid of melting point 243-244° C. The product is C(C1=CC=CC=C1)OC=1C=C(C=CC1Cl)C1C=2C(CC(CC2NC=2CC(CC(C12)=O)(C)C)(C)C)=O (9-(3-benzyloxy-4-chlorophenyl)-3,4,6,7,9,10-hexahydro-3,3,6,6-tetramethyl-1,8(2H,5H)-acridinedione). Reaction SMILES: [NH2:1][C:2]1[CH2:7][C:6]([CH3:9])([CH3:8])[CH2:5][C:4](=[O:10])[CH:3]=1.[CH2:11]([O:18][C:19]1[CH:20]=[C:21]([CH:24]=[CH:25][C:26]=1[Cl:27])[CH:22]=O)[C:12]1[CH:17]=[CH:16][CH:15]=[CH:14][CH:13]=1>>[CH2:11]([O:18][C:19]1[CH:20]=[C:21]([CH:22]2[C:3]3[C:4](=[O:10])[CH2:5][C:6]([CH3:9])([CH3:8])[CH2:7][C:2]=3[NH:1][C:2]3[CH2:7][C:6]([CH3:9])([CH3:8])[CH2:5][C:4](=[O:10])[C:3]2=3)[CH:24]=[CH:25][C:26]=1[Cl:27])[C:12]1[CH:17]=[CH:16][CH:15]=[CH:14][CH:13]=1. Reactants: NC1=CC(CC(C1)(C)C)=O (3-amino-5,5-dimethyl-2-cyclohexen-1-one), C(C1=CC=CC=C1)OC=1C=C(C=O)C=CC1Cl (3-benzyloxy-4-chlorobenzaldehyde). Starting materials: CC(=O)Oc1cc(Br)cc(Cl)c1OCC1CO1, [K+], C1COCCO1, [OH-], O. The product is OCC1COc2c(Cl)cc(Br)cc2O1. RXN SMILES: [C:1](=[O:2])([CH3:3])[O:4][c:5]1[c:6]([O:13][CH2:14][CH:15]2[O:16][CH2:17]2)[c:7]([Cl:12])[cH:8][c:9]([Br:11])[cH:10]1.[K+:19].[O:21]1[CH2:22][CH2:23][O:24][CH2:25][CH2:26]1.[OH-:18].[OH2:20]>>[O:4]1[c:5]2[c:6]([c:7]([Cl:12])[cH:8][c:9]([Br:11])[cH:10]2)[O:13][CH2:14][CH:15]1[CH2:17][OH:16]. Starting materials: BrC1=CC=2C3=C(COC2C=C1)C=C(S3)C(=O)Cl (8-Bromo-4H-thieno[3,2-c]chromene-2-carbonyl chloride), FC1=C(N)C=CC(=C1)F (2,4-difluoroaniline). Yields the product BrC1=CC=2C3=C(COC2C=C1)C=C(S3)C(=O)NC3=C(C=C(C=C3)F)F (8-Bromo-N-(2,4-difluorophenyl)-4H-thieno[3,2-c]chromene-2-carboxamide). As a reaction SMILES: [Br:1][C:2]1[CH:11]=[CH:10][C:9]2[O:8][CH2:7][C:6]3[CH:12]=[C:13]([C:15](Cl)=[O:16])[S:14][C:5]=3[C:4]=2[CH:3]=1.[F:18][C:19]1[CH:25]=[C:24]([F:26])[CH:23]=[CH:22][C:20]=1[NH2:21]>>[Br:1][C:2]1[CH:11]=[CH:10][C:9]2[O:8][CH2:7][C:6]3[CH:12]=[C:13]([C:15]([NH:21][C:20]4[CH:22]=[CH:23][C:24]([F:26])=[CH:25][C:19]=4[F:18])=[O:16])[S:14][C:5]=3[C:4]=2[CH:3]=1. Procedure details: 8-Bromo-4H-thieno[3,2-c]chromene-2-carbonyl chloride 4bp is reacted with 2,4-difluoroaniline to give 5bp, as in General Procedure B-bp. The reactants are NC1=NC2=CC=C(C=C2C=C1N1CCOCC1)C1=C(C(=O)OC)C=CC=C1Cl (methyl 2-(2-amino-3-morpholinoquinolin-6-yl)-3-chlorobenzoate), C1(CCCCC1)P(C1=C(C=CC=C1)C1=C(C=C(C=C1C(C)C)C(C)C)C(C)C)C1CCCCC1 (2-dicyclohexylphosphino-2′,4′,6′-triisopropylbiphenyl), C([O-])([O-])=O.[Cs+].[Cs+] (cesium carbonate), CC(C#C)(C)C (3,3-Dimethyl-1-butyne). Reagents/catalysts: CC#N.CC#N.Cl[Pd]Cl (dichlorobis(acetonitrile)palladium(II)). Run at time 20 minute. The product is NC1=NC2=CC=C(C=C2C=C1N1CCOCC1)C1=C(C(=O)OC)C=CC=C1C#CC(C)(C)C (Methyl 2-(2-amino-3-morpholinoquinolin-6-yl)-3-(3,3-dimethylbut-1-ynyl)benzoate). RXN SMILES: [NH2:1][C:2]1[C:11]([N:12]2[CH2:17][CH2:16][O:15][CH2:14][CH2:13]2)=[CH:10][C:9]2[C:4](=[CH:5][CH:6]=[C:7]([C:18]3[C:27](Cl)=[CH:26][CH:25]=[CH:24][C:19]=3[C:20]([O:22][CH3:23])=[O:21])[CH:8]=2)[N:3]=1.C1(P(C2CCCCC2)C2C=CC=CC=2C2C(C(C)C)=CC(C(C)C)=CC=2C(C)C)CCCCC1.C(=O)([O-])[O-].[Cs+].[Cs+].[CH3:69][C:70]([CH3:74])([CH3:73])[C:71]#[CH:72]>CC#N.CC#N.Cl[Pd]Cl>[NH2:1][C:2]1[C:11]([N:12]2[CH2:17][CH2:16][O:15][CH2:14][CH2:13]2)=[CH:10][C:9]2[C:4](=[CH:5][CH:6]=[C:7]([C:18]3[C:27]([C:72]#[C:71][C:70]([CH3:74])([CH3:73])[CH3:69])=[CH:26][CH:25]=[CH:24][C:19]=3[C:20]([O:22][CH3:23])=[O:21])[CH:8]=2)[N:3]=1 |f:2.3.4,6.7.8|. Procedure details: A vial was charged with methyl 2-(2-amino-3-morpholinoquinolin-6-yl)-3-chlorobenzoate (841 mg, 2.114 mmol), dichlorobis(acetonitrile)palladium(II) (54.8 mg, 0.211 mmol), 2-dicyclohexylphosphino-2′,4′,6′-triisopropylbiphenyl (302 mg, 0.634 mmol) and cesium carbonate (1.79 g, 5.50 mmol). The vial was evacuated and backfilled with nitrogen gas 3×. ACN (9 mL) was added and the suspension was allowed to stir at RT for 20 min. 3,3-Dimethyl-1-butyne (0.521 mL, 4.23 mmol) was added and the reaction mixt... Starting materials: CS(=O)(=O)O (methanesulphonic acid), ClC=1C=C(C=C(C1)Cl)NC(NCC(=O)O)=O (3-(3,5-dichlorophenyl)-ureidoacetic acid), O (water). The solvent is ClC1=CC=CC=C1 (chlorobenzene). Conditions: temperature 15 celsius. Product: ClC=1C=C(C=C(C1)Cl)N1C(NCC1=O)=O (3-(3,5-dichlorophenyl)-hydantoin). The yield is 95.3%. As a reaction SMILES: [Cl:1][C:2]1[CH:3]=[C:4]([NH:9][C:10](=[O:16])[NH:11][CH2:12][C:13](O)=[O:14])[CH:5]=[C:6]([Cl:8])[CH:7]=1.CS(O)(=O)=O.O>ClC1C=CC=CC=1>[Cl:1][C:2]1[CH:3]=[C:4]([N:9]2[C:13](=[O:14])[CH2:12][NH:11][C:10]2=[O:16])[CH:5]=[C:6]([Cl:8])[CH:7]=1. Reported procedure: To a suspension of 3-(3,5-dichlorophenyl)-ureidoacetic acid (526 g.) in chlorobenzene (2,250 cc.) is added methanesulphonic acid (d = 1.48) (10 cc., representing 0.077 mol per mol of ureidoacetic acid). The water formed in the reaction is removed by azeotropic distillation. After 45 minutes' distillation, a limpid solution is obtained. After cooling to about 15° C, the precipitate formed is filtered off and washed on the filter with ethanol (500 cc.) at 10° C. After drying, 3-(3,5-dichlorophenyl... Starting materials: C(C1=CC=CC=C1)N1CCN(CC1)C(=O)C=1C=C2C=CC(NC2=CC1)=O (6-[(4-benzyl-1-piperazinyl)carbonyl]carbostyril), Cl (hydrochloric acid). Reagents/catalysts: [C].[Pd] (palladium-carbon). Solvent: C(C)O.O (ethanol water), mixed solvent. The product is Cl.N1(CCNCC1)C(=O)C=1C=C2C=CC(NC2=CC1)=O (6-(1-piperazinylcarbonyl)carbostyril monohydrochloride). RXN SMILES: C([N:8]1[CH2:13][CH2:12][N:11]([C:14]([C:16]2[CH:17]=[C:18]3[C:23](=[CH:24][CH:25]=2)[NH:22][C:21](=[O:26])[CH:20]=[CH:19]3)=[O:15])[CH2:10][CH2:9]1)C1C=CC=CC=1.[ClH:27]>[C].[Pd].C(O)C.O>[ClH:27].[N:11]1([C:14]([C:16]2[CH:17]=[C:18]3[C:23](=[CH:24][CH:25]=2)[NH:22][C:21](=[O:26])[CH:20]=[CH:19]3)=[O:15])[CH2:12][CH2:13][NH:8][CH2:9][CH2:10]1 |f:2.3,4.5,6.7|. Procedure details: 26.4 Grams of 6-[(4-benzyl-1-piperazinyl)carbonyl]carbostyril was suspended in 800 ml of a mixed solvent of ethanol-water and the pH of the suspension was adjusted to about pH 1 by adding concentrated hydrochloric acid. To this mixture was added 2.6 g of 5% palladium-carbon and catalytic reduction was conducted under a normal pressure at 45°-65° C. After the reaction was completed, the catalyst was removed by filtration and the solvent was removed by distillation under a reduced pressure. The re...